describe an organic reaction: reactants, conditions, products, and yield From a dataset of the Open Reaction Database (ORD), a public repository of structured organic reaction records. Starting materials: C(C1=CC=CC=C1)NC=1C=C(C(=O)O)C=C(C1C1=CC=CC=C1)S(=O)(=O)Cl (3-benzylamino-5-chlorosulfonyl-4-phenylbenzoic acid), ClS(=O)(=O)C=1C(=C(C=C(C(=O)O)C1)[N+](=O)[O-])C1=CC=CC=C1 (5-chlorosulfonyl-3-nitro-4-phenylbenzoic acid). Product: [N+](=O)([O-])C=1C=C(C(=O)O)C=C(C1C1=CC=CC=C1)S(N)(=O)=O (3-nitro-4-phenyl-5-sulfamylbenzoic acid), hydrate. Reaction SMILES: C([NH:8]C1C=C(C=C(S(Cl)(=O)=O)C=1C1C=CC=CC=1)C(O)=O)C1C=CC=CC=1.Cl[S:29]([C:32]1[C:33]([C:44]2[CH:49]=[CH:48][CH:47]=[CH:46][CH:45]=2)=[C:34]([N+:41]([O-:43])=[O:42])[CH:35]=[C:36]([CH:40]=1)[C:37]([OH:39])=[O:38])(=[O:31])=[O:30]>>[N+:41]([C:34]1[CH:35]=[C:36]([CH:40]=[C:32]([S:29](=[O:31])(=[O:30])[NH2:8])[C:33]=1[C:44]1[CH:49]=[CH:48][CH:47]=[CH:46][CH:45]=1)[C:37]([OH:39])=[O:38])([O-:43])=[O:42]. Procedure details: By replacing in Example 1, step G, 3-benzylamino-5-chlorosulfonyl-4-phenylbenzoic acid with 5-chlorosulfonyl-3-nitro-4-phenylbenzoic acid, and following the procedure described, 3-nitro-4-phenyl-5-sulfamylbenzoic acid is obtained as a hydrate with a melting point of 119°-121° C.